Dataset: the Open Reaction Database (ORD), a public repository of structured organic reaction records. Task: describe an organic reaction: reactants, conditions, products, and yield The reactants are FC(C1=C(C=C(C=C1)C1(NOC=C1)C1=CC=C(C=C1)NC(CCC(=O)O)=O)C1=CC=CC=C1)(F)F (N-{4-[3-(2-trifluoromethyl-biphenyl-5-yl)-isoxazol-3-yl]-phenyl}-succinamic acid), CN(C)C=O (DMF), Cl.CN(CCCN=C=NCC)C (N-(3-dimethylaminopropyl)-N′-ethylcarbodiimide hydrochloride), OC1=CC=CC=2NN=NC21 (hydroxybenzotriazole), [NH4+].[OH-] (NH4OH), O (water), C(C)(C)N(CC)C(C)C (diisopropylethylamine). The product is FC(C1=C(C=CC(=C1)C1=NOC(=C1)C1=CC=C(C=C1)NC(CCC(=O)N)=O)C1=CC=CC=C1)(F)F (N-{4-[3-(2-trifluoromethyl-biphenyl-4-yl)-isoxazol-5-yl]-phenyl}-succinamide). As a reaction SMILES: [F:1][C:2]([F:35])([F:34])[C:3]1[CH:8]=[CH:7][C:6](C2(C3C=CC(NC(=O)CCC(O)=O)=CC=3)C=CON2)=[CH:5][C:4]=1[C:28]1[CH:33]=[CH:32][CH:31]=[CH:30][CH:29]=1.Cl.CN(C)[CH2:39][CH2:40][CH2:41][N:42]=[C:43]=NCC.[OH:48][C:49]1[C:57]2N=N[NH:54][C:53]=2[CH:52]=[CH:51][CH:50]=1.[NH4+].[OH-:59].O.C(N([CH:67]([CH3:69])C)CC)(C)C.C[N:71]([CH:73]=[O:74])C>>[F:1][C:2]([F:34])([F:35])[C:3]1[CH:8]=[C:7]([C:53]2[CH:57]=[C:49]([C:50]3[CH:51]=[CH:52][C:43]([NH:42][C:41](=[O:59])[CH2:40][CH2:39][C:73]([NH2:71])=[O:74])=[CH:69][CH:67]=3)[O:48][N:54]=2)[CH:6]=[CH:5][C:4]=1[C:28]1[CH:29]=[CH:30][CH:31]=[CH:32][CH:33]=1 |f:1.2,4.5|. Reported procedure: The compound of Example 2 is dissolved in DMF and subsequently N-(3-dimethylaminopropyl)-N′-ethylcarbodiimide hydrochloride (EDC.HCl; 1.5 eq), hydroxybenzotriazole (HOBt; 1.3 eq), NH4OH 25% in water (1.2 eq) and diisopropylethylamine (1.5 eq) are added. After 16 hours at room temperature the reaction mixture is concentrated and purified on silica gel (CH2Cl2/methanol 95/5→CH2Cl2/methanol/acetic acid50% 90/10/0.125 as mobile phase) resulting in pure title compound. Reactants: C(C)(C)(C)O[C@H](C(=O)OCC)C=1C(=NC=2N(C1N1CCC(CC1)(C)OCCCC[C@@H](C)O)N=C(C2)C(=O)OCC)C (ethyl 6-((S)-1-(tert-butoxy)-2-ethoxy-2-oxoethyl)-7-(4-(((R)-5-hydroxyhexyl)oxy)-4-methylpiperidin-1-yl)-5-methylpyrazolo[1,5-a]pyrimidine-2-carboxylate), N1C=NC=C1 (imidazole), O (Water), C(C)(C)(C)[Si](C1=CC=CC=C1)(C1=CC=CC=C1)Cl (tert-butylchlorodiphenylsilane). The solvent is CN(C)C=O (DMF). Reaction conditions: time 16 hour. Product: C(C)(C)(C)O[C@H](C(=O)OCC)C=1C(=NC=2N(C1N1CCC(CC1)(C)OCCCC[C@@H](C)O[Si](C1=CC=CC=C1)(C1=CC=CC=C1)C(C)(C)C)N=C(C2)C(=O)OCC)C (ethyl 6-((S)-1-(tert-butoxy)-2-ethoxy-2-oxoethyl)-7-(4-(((R)-5-((tert-butyldiphenylsilyl)oxy)hexyl)oxy)-4-methylpiperidin-1-yl)-5-methylpyrazolo[1,5-a]pyrimidine-2-carboxylate). Yield: 88.5%. Reaction SMILES: [C:1]([O:5][C@@H:6]([C:12]1[C:13]([CH3:41])=[N:14][C:15]2[N:16]([N:33]=[C:34]([C:36]([O:38][CH2:39][CH3:40])=[O:37])[CH:35]=2)[C:17]=1[N:18]1[CH2:23][CH2:22][C:21]([O:25][CH2:26][CH2:27][CH2:28][CH2:29][C@H:30]([OH:32])[CH3:31])([CH3:24])[CH2:20][CH2:19]1)[C:7]([O:9][CH2:10][CH3:11])=[O:8])([CH3:4])([CH3:3])[CH3:2].N1C=CN=C1.[C:47]([Si:51](Cl)([C:58]1[CH:63]=[CH:62][CH:61]=[CH:60][CH:59]=1)[C:52]1[CH:57]=[CH:56][CH:55]=[CH:54][CH:53]=1)([CH3:50])([CH3:49])[CH3:48].O>CN(C=O)C>[C:1]([O:5][C@@H:6]([C:12]1[C:13]([CH3:41])=[N:14][C:15]2[N:16]([N:33]=[C:34]([C:36]([O:38][CH2:39][CH3:40])=[O:37])[CH:35]=2)[C:17]=1[N:18]1[CH2:23][CH2:22][C:21]([O:25][CH2:26][CH2:27][CH2:28][CH2:29][C@H:30]([O:32][Si:51]([C:47]([CH3:50])([CH3:49])[CH3:48])([C:58]2[CH:59]=[CH:60][CH:61]=[CH:62][CH:63]=2)[C:52]2[CH:57]=[CH:56][CH:55]=[CH:54][CH:53]=2)[CH3:31])([CH3:24])[CH2:20][CH2:19]1)[C:7]([O:9][CH2:10][CH3:11])=[O:8])([CH3:2])([CH3:3])[CH3:4]. Reported procedure: To a solution of ethyl 6-((S)-1-(tert-butoxy)-2-ethoxy-2-oxoethyl)-7-(4-(((R)-5-hydroxyhexyl)oxy)-4-methylpiperidin-1-yl)-5-methylpyrazolo[1,5-a]pyrimidine-2-carboxylate (800 mg, 1.387 mmol) in DMF (10 mL) at 0° C. was added imidazole (142 mg, 2.081 mmol) followed by tert-butylchlorodiphenylsilane (0.533 mL, 2.081 mmol) and the resulting mixture was stirred at room temp for 16 h. Water (20 mL) was then added and the mixture was extracted with ether (2×25 mL). Ether layer was then washed with bri... Starting materials: C1(O)=C(O)C(=CC=C1)S(=O)(=O)O (catechol sulfonic acid), [OH-].[Ca+2].[OH-] (calcium hydroxide). Product: C1(O)=C(O)C(=CC=C1)S(=O)(=O)[O-].[Ca+2].C1(O)=C(O)C(=CC=C1)S(=O)(=O)[O-] (calcium catecholsulfonate). Reaction SMILES: [C:1]1([CH:8]=[CH:7][CH:6]=[C:5]([S:9]([OH:12])(=[O:11])=[O:10])[C:3]=1[OH:4])[OH:2].[OH-].[Ca+2:14].[OH-]>>[C:1]1([CH:8]=[CH:7][CH:6]=[C:5]([S:9]([O-:12])(=[O:11])=[O:10])[C:3]=1[OH:4])[OH:2].[Ca+2:14].[C:1]1([CH:8]=[CH:7][CH:6]=[C:5]([S:9]([O-:12])(=[O:11])=[O:10])[C:3]=1[OH:4])[OH:2] |f:1.2.3,4.5.6|. Procedure details: To 1000 g of 10% catechol sulfonic acid aqueous solution stirred at room temperature, 30 g of calcium hydroxide was added. The stirring was continued while measuring the pH value. At the time when the pH value reached 6, approximately, filtration was done by using a 0.4 μm glass filter to remove the insoluble components, so as to obtain a calcium catecholsulfonate aqueous solution. Starting materials: Palladium tetrakis triphenylphosphine, BrC=1N(C(=C(N1)Br)Br)COCC[Si](C)(C)C (2,4,5-tribromo-1-(2-trimethylsilanyl-ethoxymethyl)-1H-imidazole), C1(=CC=CC=C1)B(O)O (phenyl boronic acid), C1(=CC=CC=C1)C (toluene), COC1=CC=C(C=C1)B(O)O (4-methoxy phenyl boronic acid). The solvent is C([O-])([O-])=O.[Na+].[Na+] (sodium carbonate), C([O-])([O-])=O.[Na+].[Na+] (sodium carbonate). Run at temperature 90 celsius. The product is BrC=1N=C(N(C1C1=CC=C(C=C1)OC)COCC[Si](C)(C)C)C1=CC=CC=C1 (4-Bromo-5-(4-methoxy-phenyl)-2-phenyl-1-(2-trimethylsilanyl-ethoxymethyl)-1H-imidazole). Yield: 39.0%. As a reaction SMILES: Br[C:2]1[N:3]([CH2:9][O:10][CH2:11][CH2:12][Si:13]([CH3:16])([CH3:15])[CH3:14])[C:4](Br)=[C:5]([Br:7])[N:6]=1.C1(B(O)O)C=CC=CC=1.[C:26]1(C)[CH:31]=[CH:30][CH:29]=[CH:28][CH:27]=1.[CH3:33][O:34][C:35]1[CH:40]=[CH:39][C:38](B(O)O)=[CH:37][CH:36]=1>C(=O)([O-])[O-].[Na+].[Na+]>[Br:7][C:5]1[N:6]=[C:2]([C:26]2[CH:27]=[CH:28][CH:29]=[CH:30][CH:31]=2)[N:3]([CH2:9][O:10][CH2:11][CH2:12][Si:13]([CH3:16])([CH3:15])[CH3:14])[C:4]=1[C:38]1[CH:39]=[CH:40][C:35]([O:34][CH3:33])=[CH:36][CH:37]=1 |f:4.5.6|. Procedure details: Through a mixture of 2,4,5-tribromo-1-(2-trimethylsilanyl-ethoxymethyl)-1H-imidazole [Lipshutz et al. (Tet Lett 1992, 33, 5865-5868)] (3.75 g, 7.09 mmol) and phenyl boronic acid (865 mg, 7.09 mmol) in 2 M aqueous sodium carbonate (7.09 mL) and a 5:1 mixture of toluene:methanol (168 mL) was bubbled nitrogen gas for 10 min. Palladium tetrakis triphenylphosphine (820 mg, 0.71 mmol) was added to the mixture that was then heated under nitrogen at 90° C. for 2 h. To the reaction mixture was added 4-me... As a reaction SMILES: [C:3]([CH3:4])(=[O:5])[NH:6][CH2:7][c:8]1[cH:9][cH:10][c:11](-[c:13]2[n:14][c:15]([NH:18][C:19](=[S:20])[NH:21][C:22](=[O:23])[c:24]3[cH:25][cH:26][cH:27][cH:28][cH:29]3)[s:16][cH:17]2)[o:12]1.[CH3:31][OH:32].[Na+:2].[OH-:1].[OH2:30]>>[C:3]([CH3:4])(=[O:5])[NH:6][CH2:7][c:8]1[cH:9][cH:10][c:11](-[c:13]2[n:14][c:15]([NH:18][C:19](=[S:20])[NH2:21])[s:16][cH:17]2)[o:12]1. Starting materials: CC(=O)NCc1ccc(-c2csc(NC(=S)NC(=O)c3ccccc3)n2)o1, CO, [Na+], [OH-], O. Product: CC(=O)NCc1ccc(-c2csc(NC(N)=S)n2)o1. The product is C(C)(C)NCC(=O)C1=CC(=C(C=C1)OC(C1=CN=CC=C1)=O)O (3-hydroxy-4-(nicotinoyloxy)phenyl isopropylaminomethyl ketone). As a reaction SMILES: Cl.[CH:2]([NH:5][CH2:6][C:7]([C:9]1[CH:14]=[CH:13][C:12]([OH:15])=[C:11]([OH:16])[CH:10]=1)=[O:8])([CH3:4])[CH3:3].[C:17](Cl)(=[O:24])[C:18]1[CH:23]=[CH:22][CH:21]=[N:20][CH:19]=1>>[CH:2]([NH:5][CH2:6][C:7]([C:9]1[CH:14]=[CH:13][C:12]([O:15][C:17](=[O:24])[C:18]2[CH:23]=[CH:22][CH:21]=[N:20][CH:19]=2)=[C:11]([OH:16])[CH:10]=1)=[O:8])([CH3:4])[CH3:3] |f:0.1|. Procedure: Following a procedure similar to that described above in Example 58A but using 3,4-dihydroxyphenyl isopropylaminomethyl ketone hydrochloride instead of 3,4-dihydroxyphenyl tert-butylaminomethyl ketone hydrochloride, and nicotinoyl chloride instead of isovaleryl chloride, there is obtained 3-hydroxy-4-(nicotinoyloxy)phenyl isopropylaminomethyl ketone; and by interaction of this base with hydrochloric acid there is obtained the hydrochloride salt. When this hydrochloride is catalytically hydrogena... The reactants are Cl.C(C)(C)NCC(=O)C1=CC(=C(C=C1)O)O (3,4-dihydroxyphenyl isopropylaminomethyl ketone hydrochloride), C(C1=CN=CC=C1)(=O)Cl (nicotinoyl chloride). Solvent: O1CCOCC1.O (dioxane water). Run at temperature 100 celsius. Reagents/catalysts: C1=CC=C(C=C1)P([C-]2C=CC=C2)C3=CC=CC=C3.C1=CC=C(C=C1)P([C-]2C=CC=C2)C3=CC=CC=C3.Cl[Pd]Cl.[Fe+2].C(Cl)Cl (PdCl2(dppf) CH2Cl2). Reaction SMILES: Br[C:2]1[CH:3]=[C:4]([C:14]([NH:16][CH2:17][C:18]2[C:19](=[O:28])[NH:20][C:21]([CH3:27])=[CH:22][C:23]=2[CH:24]([CH3:26])[CH3:25])=[O:15])[C:5]2[CH:6]=[N:7][N:8]([CH:11]([CH3:13])[CH3:12])[C:9]=2[CH:10]=1.CC1(C)C(C)(C)OB([C:37]2[CH:38]=[CH:39][C:40]([N:43]3[CH2:48][CH2:47][NH:46][CH2:45][CH2:44]3)=[N:41][CH:42]=2)O1.C(=O)(O)[O-].[Na+]>O1CCOCC1.O.C1C=CC(P(C2C=CC=CC=2)[C-]2C=CC=C2)=CC=1.C1C=CC(P(C2C=CC=CC=2)[C-]2C=CC=C2)=CC=1.Cl[Pd]Cl.[Fe+2].C(Cl)Cl>[CH:11]([N:8]1[C:9]2[CH:10]=[C:2]([C:37]3[CH:42]=[N:41][C:40]([N:43]4[CH2:44][CH2:45][NH:46][CH2:47][CH2:48]4)=[CH:39][CH:38]=3)[CH:3]=[C:4]([C:14]([NH:16][CH2:17][C:18]3[C:19](=[O:28])[NH:20][C:21]([CH3:27])=[CH:22][C:23]=3[CH:24]([CH3:26])[CH3:25])=[O:15])[C:5]=2[CH:6]=[N:7]1)([CH3:13])[CH3:12] |f:2.3,4.5,6.7.8.9.10|. Procedure details: In a 25 mL sealable tube under nitrogen were combined 6-bromo-1-(1-methylethyl)-N-{[6-methyl-4-(1-methylethyl)-2-oxo-1,2-dihydro-3-pyridinyl]methyl}-1H-indazole-4-carboxamide (90 mg, 0.2 mmol), {1-[5-(4,4,5,5-tetramethyl-1,3,2-dioxaborolan-2-yl)-2-pyridinyl]piperazine (88 mg, 0.3 mmol) in dioxane/water (3 mL:1 mL). PdCl2(dppf)-CH2Cl2 adduct (4.95 mg, 0.006 mmol) was added and the resulting mixture was degassed with nitrogen for 10 min. Sodium bicarbonate (50.9 mg, 0.61 mmol) was added, the vesse... Product: C(C)(C)N1N=CC=2C(=CC(=CC12)C=1C=NC(=CC1)N1CCNCC1)C(=O)NCC=1C(NC(=CC1C(C)C)C)=O (1-isopropyl-N-((4-isopropyl-6-methyl-2-oxo-1,2-dihydropyridin-3-yl)methyl)-6-(6-(piperazin-1-yl)pyridin-3-yl)-1H-indazole-4-carboxamide). Starting materials: BrC=1C=C(C=2C=NN(C2C1)C(C)C)C(=O)NCC=1C(NC(=CC1C(C)C)C)=O (6-bromo-1-(1-methylethyl)-N-{[6-methyl-4-(1-methylethyl)-2-oxo-1,2-dihydro-3-pyridinyl]methyl}-1H-indazole-4-carboxamide), CC1(OB(OC1(C)C)C=1C=CC(=NC1)N1CCNCC1)C (1-[5-(4,4,5,5-tetramethyl-1,3,2-dioxaborolan-2-yl)-2-pyridinyl]piperazine), C([O-])(O)=O.[Na+] (Sodium bicarbonate).